The task is: describe an organic reaction: reactants, conditions, products, and yield. This data is from the Open Reaction Database (ORD), a public repository of structured organic reaction records. Reactants: C(O)CN (ethanolamine), C([O-])(O)=O.[Na+] (sodium bicarbonate), C1=CC=CC=2C3=CC=CC=C3C(C12)COC(=O)Cl (9-fluorenylmethylchloroformate). The solvent is O (water), O1CCCC1 (tetrahydrofuran), O (water), O1CCCC1 (tetrahydrofuran). Conditions: time 1 hour. The product is C1=CC=CC=2C3=CC=CC=C3C(C12)COC(NCCO)=O ((2-hydroxy-ethyl)-carbamic acid 9H-fluoren-9-ylmethyl ester). Yield: 52.9%. Reaction SMILES: [CH2:1]([CH2:3][NH2:4])[OH:2].C(=O)(O)[O-].[Na+].[CH:10]1[C:22]2[CH:21]([CH2:23][O:24][C:25](Cl)=[O:26])[C:20]3[C:15](=[CH:16][CH:17]=[CH:18][CH:19]=3)[C:14]=2[CH:13]=[CH:12][CH:11]=1>O1CCCC1.O>[CH:10]1[C:22]2[CH:21]([CH2:23][O:24][C:25](=[O:26])[NH:4][CH2:3][CH2:1][OH:2])[C:20]3[C:15](=[CH:16][CH:17]=[CH:18][CH:19]=3)[C:14]=2[CH:13]=[CH:12][CH:11]=1 |f:1.2|. Reported procedure: To a stirred mixture of ethanolamine (0.49 g, 8 mmol), tetrahydrofuran, water and sodium bicarbonate (1.5 g, 18 mmol) at 6° C., was added a solution 9-fluorenylmethylchloroformate (2.27 g, 8.8 mmol) in tetrahydrofuran in one portion, stirring was continued for 1 h allowing the mixture to warm to room temperature. The mixture was diluted with water and extracted with ethyl acetate. The combined organic extracts were dried over anhydrous magnesium sulfate filtered and evaporated to a crude product... Reactants: ClC=1C=C(C(=O)OC)C=C(N1)Cl (Methyl 2,6-dichloroisonicotinate), CNS(=O)(=O)C (methyl(methylsulfonyl)amine), intermediate 4.2c.1. Yields the product ClC=1C=C(C(=O)O)C=C(N1)N(S(=O)(=O)C)C (2-chloro-6-[methyl(methylsulfonyl)amino]isonicotinic acid). Reaction SMILES: [Cl:1][C:2]1[CH:3]=[C:4]([CH:9]=[C:10](Cl)[N:11]=1)[C:5]([O:7]C)=[O:6].[CH3:13][NH:14][S:15]([CH3:18])(=[O:17])=[O:16]>>[Cl:1][C:2]1[CH:3]=[C:4]([CH:9]=[C:10]([N:14]([CH3:13])[S:15]([CH3:18])(=[O:17])=[O:16])[N:11]=1)[C:5]([OH:7])=[O:6]. Procedure details: Prepared from Methyl 2,6-dichloroisonicotinate and methyl(methylsulfonyl)amine as described in the preparation of intermediate 4.2c.1, steps A and B. Starting materials: O=C([O-])[O-], COC(C)(C)C, CO, COC(=O)c1ccnc(Cl)c1, ClCCl, Cl, OB(O)c1ccc(C(F)(F)F)cc1, [K+], [K+], C1COCCO1, O, Cl[Pd]Cl. The product is COC(=O)c1ccnc(-c2ccc(C(F)(F)F)cc2)c1. As a reaction SMILES: [C:25](=[O:26])([O-:27])[O-:28].[C:40]([O:41][CH3:42])([CH3:43])([CH3:44])[CH3:45].[CH3:38][OH:39].[Cl:1][c:2]1[cH:3][c:4]([C:5](=[O:6])[O:7][CH3:8])[cH:9][cH:10][n:11]1.[Cl:50][CH2:51][Cl:52].[ClH:31].[F:12][C:13]([c:14]1[cH:15][cH:16][c:17]([B:20]([OH:21])[OH:22])[cH:18][cH:19]1)([F:23])[F:24].[K+:29].[K+:30].[O:32]1[CH2:33][CH2:34][O:35][CH2:36][CH2:37]1.[OH2:49].[Pd:46]([Cl:47])[Cl:48]>>[c:2]1(-[c:17]2[cH:16][cH:15][c:14]([C:13]([F:12])([F:23])[F:24])[cH:19][cH:18]2)[cH:3][c:4]([C:5](=[O:6])[O:7][CH3:8])[cH:9][cH:10][n:11]1. The reactants are BrB(Br)Br, ClCCl, COc1cc(N)ccc1F. Product: Nc1ccc(F)c(O)c1. Reaction SMILES: [B:11]([Br:12])([Br:13])[Br:14].[Cl:15][CH2:16][Cl:17].[F:1][c:2]1[c:3]([O:9][CH3:10])[cH:4][c:5]([NH2:6])[cH:7][cH:8]1>>[F:1][c:2]1[c:3]([OH:9])[cH:4][c:5]([NH2:6])[cH:7][cH:8]1. The reactants are C(C1=CC=CC=C1)OC(NC[C@@H]1CC[C@H](CC1)C(NCC1=NC=CN=C1Cl)=O)=O (benzyl[(trans-4-{[(3-chloropyrazin-2-yl)methyl]carbamoyl}cyclohexyl)methyl]carbamate), O (water), O=P(Cl)(Cl)Cl (POCl3), C(=O)(O)[O-].[Na+] (NaHCO3). Solvent: CCOC(=O)C (EtOAc), CN(C)C=O (DMF). Reaction conditions: time 10 minute. Yields the product C(C1=CC=CC=C1)OC(NC[C@@H]1CC[C@H](CC1)C1=NC=C2N1C=CN=C2Cl)=O (Benzyl{[trans-4-(8-chloroimidazo[1,5-a]pyrazin-3-yl)cyclohexyl]methyl}carbamate). Isolated yield 109.4%. As a reaction SMILES: [CH2:1]([O:8][C:9](=[O:29])[NH:10][CH2:11][C@H:12]1[CH2:17][CH2:16][C@H:15]([C:18](=O)[NH:19][CH2:20][C:21]2[C:26]([Cl:27])=[N:25][CH:24]=[CH:23][N:22]=2)[CH2:14][CH2:13]1)[C:2]1[CH:7]=[CH:6][CH:5]=[CH:4][CH:3]=1.O=P(Cl)(Cl)Cl.C([O-])(O)=O.[Na+].O>CCOC(C)=O.CN(C=O)C>[CH2:1]([O:8][C:9](=[O:29])[NH:10][CH2:11][C@H:12]1[CH2:17][CH2:16][C@H:15]([C:18]2[N:22]3[CH:23]=[CH:24][N:25]=[C:26]([Cl:27])[C:21]3=[CH:20][N:19]=2)[CH2:14][CH2:13]1)[C:2]1[CH:7]=[CH:6][CH:5]=[CH:4][CH:3]=1 |f:2.3|. Reported procedure: To a suspension of benzyl[(trans-4-{[(3-chloropyrazin-2-yl)methyl]carbamoyl}cyclohexyl)methyl]carbamate (0.100 g, 0.220 mmol) in EtOAc (0.9 mL) and DMF (0.068 mL) at 0° C. was added slowly POCl3 (0.082 mL, 0.88 mmol). After stirring at rt for an hour, the mixture was cooled to 0° C. and solid NaHCO3 was added. After a further 10 min at 0° C. and 20 min at rt, the mixture was re-cooled to 0° C. and water (20 mL) was added. The reaction mixture was extracted with EtOAc (3×20 mL) and the extracts w... The reactants are CC(=O)O[BH-](OC(C)=O)OC(C)=O, CC(=O)O, CC#N, CC(C)(C)OC(=O)n1c(-c2ccc(N)c3c2C(=O)NC3=O)cc2cc(C=O)ccc21, [Na+], [Na+], [Na+], O=C([O-])[O-], O, OCCN1CCNCC1. Yields the product CC(C)(C)OC(=O)n1c(-c2ccc(N)c3c2C(=O)NC3=O)cc2cc(CN3CCN(CCO)CC3)ccc21. Reaction SMILES: [C:44]([O:45][BH-:46]([O:47][C:48](=[O:49])[CH3:50])[O:51][C:52](=[O:53])[CH3:54])(=[O:55])[CH3:56].[CH3:40][C:41](=[O:42])[OH:43].[CH3:64][C:65]#[N:66].[NH2:1][c:2]1[c:3]2[c:4]([c:10](-[c:13]3[n:14]([C:24](=[O:25])[O:26][C:27]([CH3:28])([CH3:29])[CH3:30])[c:15]4[cH:16][cH:17][c:18]([CH:22]=[O:23])[cH:19][c:20]4[cH:21]3)[cH:11][cH:12]1)[C:5](=[O:6])[NH:7][C:8]2=[O:9].[Na+:57].[Na+:58].[Na+:59].[O-:60][C:61](=[O:62])[O-:63].[OH2:67].[OH:31][CH2:32][CH2:33][N:34]1[CH2:35][CH2:36][NH:37][CH2:38][CH2:39]1>>[NH2:1][c:2]1[c:3]2[c:4]([c:10](-[c:13]3[n:14]([C:24](=[O:25])[O:26][C:27]([CH3:28])([CH3:29])[CH3:30])[c:15]4[cH:16][cH:17][c:18]([CH2:22][N:37]5[CH2:36][CH2:35][N:34]([CH2:33][CH2:32][OH:31])[CH2:39][CH2:38]5)[cH:19][c:20]4[cH:21]3)[cH:11][cH:12]1)[C:5](=[O:6])[NH:7][C:8]2=[O:9]. The reactants are [N+](=O)([O-])[O-].[La+3].[N+](=O)([O-])[O-].[N+](=O)([O-])[O-] (lanthanum nitrate), sodium zeolite, C([O-])([O-])=O.[NH4+].[NH4+] (ammonium carbonate), zeolite. Run in O (water). Product: N (ammonia), C(=O)=O (carbon dioxide), C([O-])([O-])=O.[NH4+].[NH4+] (ammonium carbonate). RXN SMILES: [C:1](=[O:4])([O-:3])[O-:2].[NH4+].[NH4+].[N+:7]([O-])([O-])=O.[La+3].[N+:12]([O-])([O-])=O.[N+:16]([O-])([O-])=O>O>[NH3:7].[C:1](=[O:3])=[O:2].[C:1](=[O:2])([O-:4])[O-:3].[NH4+:12].[NH4+:16] |f:0.1.2,3.4.5.6,10.11.12|. Reported procedure: FIGURE shows an embodiment of the process according to the invention. The sodium zeolite is treated in an ion exchanger stage first with an aqueous ammonium carbonate solution, then with an aqueous lanthanum nitrate solution. Thereafter, treated zeolite and mother liquor are separated by a suitable process, for example filtration, and optionally dried. The zeolite thus pretreated is calcined in a furnace, releasing ammonia. These stages can be conducted twice or more in succession. The mother li...